From a dataset of the Open Reaction Database (ORD), a public repository of structured organic reaction records. describe an organic reaction: reactants, conditions, products, and yield The reactants are N1(N=NC=C1)C1=CC=C(C#N)C=C1 (4-(1H-1,2,3-triazol-1-yl)benzonitrile), N1(N=NC=C1)C1=CC=C(C#N)C=C1 (4-(1H-1,2,3-triazol-1-yl)benzonitrile), S(O)(O)(=O)=O (sulfuric acid), O (water). The solvent is [OH-].[Na+] (NaOH), C(=O)([O-])[O-].[Na+].[Na+] (Na2CO3). Product: N1(N=NC=C1)C1=CC=C(C(=O)O)C=C1 (4-(1H-1,2,3-triazol-1-yl)benzoic acid). Isolated yield 81.0%. Reaction SMILES: [N:1]1([C:6]2[CH:13]=[CH:12][C:9]([C:10]#N)=[CH:8][CH:7]=2)[CH:5]=[CH:4][N:3]=[N:2]1.S(=O)(=O)(O)[OH:15].[OH2:19]>[OH-].[Na+].C([O-])([O-])=O.[Na+].[Na+]>[N:1]1([C:6]2[CH:13]=[CH:12][C:9]([C:10]([OH:15])=[O:19])=[CH:8][CH:7]=2)[CH:5]=[CH:4][N:3]=[N:2]1 |f:3.4,5.6.7|. Procedure details: 4-(1H-1,2,3-triazol-1-yl)benzonitrile (200 mg, 1.175 mmol, prepared as described in WO 2006/067462 PCT/GB2005/005007 Page 57) in sulfuric acid (3 mL, 0.00 μmol)(50%, 3 ml) was refluxed at 120° C. for 4 h. Cooled down, diluted with water and adjusted pH to 4 with NaOH and Na2CO3, then extracted with ethyl acetate. After the solvent was removed, a white solid was obtained 4-(1H-1,2,3-triazol-1-yl)benzoic acid (180 mg, 0.952 mmol, 81% yield). 1H-NMR (DMSO-d6, 500 MHz): δ8.80 (1H, s), 8.13 (2H, d, J...